Dataset: the Open Reaction Database (ORD), a public repository of structured organic reaction records. Task: describe an organic reaction: reactants, conditions, products, and yield The reactants are [Li]CCCC, CI, CS(C)=O, CC(C)NC1CCCCC1, ClCCl, C1CCOC1, COC(=O)C1Oc2ccccc2Cc2ccccc2O1. The product is COC(=O)C1(C)Oc2ccccc2Cc2ccccc2O1. Reaction SMILES: [CH3:11][CH2:12][CH2:13][CH2:14][Li:15].[CH3:36][I:37].[CH3:43][S:44](=[O:45])[CH3:46].[CH:1]([NH:2][CH:3]1[CH2:4][CH2:5][CH2:6][CH2:7][CH2:8]1)([CH3:9])[CH3:10].[Cl:47][CH2:48][Cl:49].[O:38]1[CH2:39][CH2:40][CH2:41][CH2:42]1.[cH:16]1[cH:17][cH:18][cH:19][c:20]2[c:27]1[CH2:26][c:25]1[c:24]([cH:31][cH:30][cH:29][cH:28]1)[O:23][CH:22]([C:32](=[O:33])[O:34][CH3:35])[O:21]2>>[CH3:1][C:22]1([C:32](=[O:33])[O:34][CH3:35])[O:21][c:20]2[cH:19][cH:18][cH:17][cH:16][c:27]2[CH2:26][c:25]2[c:24]([cH:31][cH:30][cH:29][cH:28]2)[O:23]1.